From a dataset of the Open Reaction Database (ORD), a public repository of structured organic reaction records. describe an organic reaction: reactants, conditions, products, and yield The reactants are ClC=1C=C2N=CC(=NC2=CC1)NC=1C=C(C=CC1)O (3-[N-(6-chloroquinoxalin-2-yl)amino]phenol), BrC(C(=O)OCC)C (ethyl 2-bromopropionate), C([O-])([O-])=O.[K+].[K+] (potassium carbonate). Solvent: C(C)C(=O)C (methyl ethyl ketone). The product is ClC=1C=C2N=CC(=NC2=CC1)NC=1C=C(OC(C(=O)OCC)C)C=CC1 (ethyl 2-{3-[N-(6-chloroquinoxalin-2-yl)amino]phenoxy}propionate). As a reaction SMILES: [Cl:1][C:2]1[CH:3]=[C:4]2[C:9](=[CH:10][CH:11]=1)[N:8]=[C:7]([NH:12][C:13]1[CH:14]=[C:15]([OH:19])[CH:16]=[CH:17][CH:18]=1)[CH:6]=[N:5]2.Br[CH:21]([CH3:27])[C:22]([O:24][CH2:25][CH3:26])=[O:23].C(=O)([O-])[O-].[K+].[K+]>C(C(C)=O)C>[Cl:1][C:2]1[CH:3]=[C:4]2[C:9](=[CH:10][CH:11]=1)[N:8]=[C:7]([NH:12][C:13]1[CH:14]=[C:15]([CH:16]=[CH:17][CH:18]=1)[O:19][CH:21]([CH3:27])[C:22]([O:24][CH2:25][CH3:26])=[O:23])[CH:6]=[N:5]2 |f:2.3.4|. Procedure: A mixture of 3-[N-(6-chloroquinoxalin-2-yl)amino]phenol (10 mmole), ethyl 2-bromopropionate (10 mmole), anhydrous potassium carbonate (2 g) and methyl ethyl ketone (100 ml) was heated under reflux for a period of 12 hours. The reaction mixture was filtered and the solvent was removed by distillation under reduced pressure. The residue was purified by chromatography over alumina (eluent dichloromethane) to give ethyl 2-{3-[N-(6-chloroquinoxalin-2-yl)amino]phenoxy}propionate as an oil. Starting materials: BrC(Br)(Br)Br, COc1cc(CO)ccn1, ClCCl, c1ccc(P(c2ccccc2)c2ccccc2)cc1. The product is COc1cc(CBr)ccn1. As a reaction SMILES: [C:30]([Br:31])([Br:32])([Br:33])[Br:34].[CH3:1][O:2][c:3]1[n:4][cH:5][cH:6][c:7]([CH2:9][OH:10])[cH:8]1.[Cl:35][CH2:36][Cl:37].[c:11]1([P:12]([c:13]2[cH:14][cH:15][cH:16][cH:17][cH:18]2)[c:19]2[cH:20][cH:21][cH:22][cH:23][cH:24]2)[cH:25][cH:26][cH:27][cH:28][cH:29]1>>[CH3:1][O:2][c:3]1[n:4][cH:5][cH:6][c:7]([CH2:9][Br:31])[cH:8]1. Starting materials: FC(C1=CC=C2CCNCC2=C1)(F)F (7-(trifluoromethyl)-1,2,3,4-tetrahydroisoquinoline), O=C1N(CCC1(C1=CC=CC=C1)C1=CC=CC=C1)CC(=O)O (2-(2-oxo-3,3-diphenylpyrrolidin-1-yl)acetic acid), Cl.C(C)N=C=NCCCN(C)C (N1-((ethylimino)methylene)-N3,N3-dimethylpropane-1,3-diamine hydrochloride). Run in ClCCl (dichloromethane). Conditions: time 60 hour. Product: O=C(CN1C(C(CC1)(C1=CC=CC=C1)C1=CC=CC=C1)=O)N1CC2=CC(=CC=C2CC1)C(F)(F)F (1-{2-oxo-2-[7-(trifluoromethyl)-3,4-dihydroisoquinolin-2(1H)-yl]ethyl}-3,3-diphenylpyrrolidin-2-one). As a reaction SMILES: [F:1][C:2]([F:14])([F:13])[C:3]1[CH:12]=[C:11]2[C:6]([CH2:7][CH2:8][NH:9][CH2:10]2)=[CH:5][CH:4]=1.[O:15]=[C:16]1[C:20]([C:27]2[CH:32]=[CH:31][CH:30]=[CH:29][CH:28]=2)([C:21]2[CH:26]=[CH:25][CH:24]=[CH:23][CH:22]=2)[CH2:19][CH2:18][N:17]1[CH2:33][C:34](O)=[O:35].Cl.C(N=C=NCCCN(C)C)C>ClCCl>[O:35]=[C:34]([N:9]1[CH2:8][CH2:7][C:6]2[C:11](=[CH:12][C:3]([C:2]([F:1])([F:13])[F:14])=[CH:4][CH:5]=2)[CH2:10]1)[CH2:33][N:17]1[CH2:18][CH2:19][C:20]([C:27]2[CH:32]=[CH:31][CH:30]=[CH:29][CH:28]=2)([C:21]2[CH:26]=[CH:25][CH:24]=[CH:23][CH:22]=2)[C:16]1=[O:15] |f:2.3|. Reported procedure: A solution of 7-(trifluoromethyl)-1,2,3,4-tetrahydroisoquinoline (0.037 g, 0.186 mmol), 2-(2-oxo-3,3-diphenylpyrrolidin-1-yl)acetic acid (Example 1C, 0.050 g, 0.169 mmol) and N1-((ethylimino)methylene)-N3,N3-dimethylpropane-1,3-diamine hydrochloride (0.049 g, 0.254 mmol) in dichloromethane (0.5 mL) was stirred at room temperature. After stirring for approximately 60 hours, the reaction was loaded directly onto a SF15-12 silica gel column (Analogix®, Burlington, Wis.), and the title compound was ...